From a dataset of the Open Reaction Database (ORD), a public repository of structured organic reaction records. describe an organic reaction: reactants, conditions, products, and yield Starting materials: CSC1=NC(=O)C(=Cc2ccc3c(cnn3Cc3ccc(C(F)(F)F)cc3C(F)(F)F)c2)S1, NCc1cncnc1. Product: O=C1N=C(NCc2cncnc2)SC1=Cc1ccc2c(cnn2Cc2ccc(C(F)(F)F)cc2C(F)(F)F)c1. As a reaction SMILES: [F:1][C:2]([c:3]1[c:4]([CH2:5][n:6]2[n:7][cH:8][c:9]3[cH:10][c:11]([CH:15]=[C:16]4[C:17](=[O:23])[N:18]=[C:19]([S:21][CH3:22])[S:20]4)[cH:12][cH:13][c:14]23)[cH:24][cH:25][c:26]([C:28]([F:29])([F:30])[F:31])[cH:27]1)([F:32])[F:33].[n:34]1[cH:35][n:36][cH:37][c:38]([CH2:40][NH2:41])[cH:39]1>>[F:1][C:2]([c:3]1[c:4]([CH2:5][n:6]2[n:7][cH:8][c:9]3[cH:10][c:11]([CH:15]=[C:16]4[C:17](=[O:23])[N:18]=[C:19]([NH:41][CH2:40][c:38]5[cH:37][n:36][cH:35][n:34][cH:39]5)[S:20]4)[cH:12][cH:13][c:14]23)[cH:24][cH:25][c:26]([C:28]([F:29])([F:30])[F:31])[cH:27]1)([F:32])[F:33]. Reactants: NC1=C(C=CC=C1O)C(=O)C1=CC=C(C=C1)C(C)C ((2-amino-3-hydroxy-phenyl)-(4-isopropyl-phenyl)-methanone), BrC(C)Br (dibromoethane), C(C)N(C(C)C)C(C)C (N-ethyl-diisopropylamine). Solvent: O1CCOCC1 (dioxane). The product is C(C)(C)C1=CC=C(C=C1)C=O ((4-isopropyl-phenyl)-methanone). As a reaction SMILES: NC1C(O)=CC=CC=1[C:9]([C:11]1[CH:16]=[CH:15][C:14]([CH:17]([CH3:19])[CH3:18])=[CH:13][CH:12]=1)=[O:10].BrC(Br)C.C(N(C(C)C)C(C)C)C>O1CCOCC1>[CH:17]([C:14]1[CH:15]=[CH:16][C:11]([CH:9]=[O:10])=[CH:12][CH:13]=1)([CH3:19])[CH3:18]. Procedure details: A solution of 0.5 g (1.96 mmol) (2-amino-3-hydroxy-phenyl)-(4-isopropyl-phenyl)-methanone, 0.85 ml (9.8 mmol) dibromoethane and 0.67 ml (3.9 mmol) N-ethyl-diisopropylamine in 3 ml dioxane is heated to 100° for 5 d. After extraction with water/dichloromethane the crude product is purified by flash chromatography using a gradient going from hexanes to hexanes/ethyl acetate 7:1 to yield (3,4-dihydro-2.H.-benzo[1,4]oxazin-5-yl)-(4-isopropyl-phenyl)-methanone. Starting materials: IC1=NN(C2=CC(=C(C=C12)C)[N+](=O)[O-])C1OCCCC1 (3-iodo-5-methyl-6-nitro-1-(tetrahydro-2H-pyran-2-yl)-1H-indazole), CB1OB(OB(O1)C)C (trimethylboroxine), P(=O)([O-])([O-])[O-].[K+].[K+].[K+] (potassium phosphate). The reagents and catalysts are C1CCC(CC1)P(C2CCCCC2)C3CCCCC3.C1CCC(CC1)P(C2CCCCC2)C3CCCCC3.[Cl-].[Cl-].[Pd+2] (bis(tricyclohexylphosphine)palladium(II)dichloride). Run in O1CCOCC1 (1,4-dioxane). Yields the product CC1=NN(C2=CC(=C(C=C12)C)[N+](=O)[O-])C1OCCCC1 (3,5-dimethyl-6-nitro-1-(tetrahydro-2H-pyran-2-yl)-1H-indazole). Yield: 68.4%. Reaction SMILES: I[C:2]1[C:10]2[C:5](=[CH:6][C:7]([N+:12]([O-:14])=[O:13])=[C:8]([CH3:11])[CH:9]=2)[N:4]([CH:15]2[CH2:20][CH2:19][CH2:18][CH2:17][O:16]2)[N:3]=1.[CH3:21]B1OB(C)OB(C)O1.P([O-])([O-])([O-])=O.[K+].[K+].[K+]>C1CCC(P(C2CCCCC2)C2CCCCC2)CC1.C1CCC(P(C2CCCCC2)C2CCCCC2)CC1.[Cl-].[Cl-].[Pd+2].O1CCOCC1>[CH3:21][C:2]1[C:10]2[C:5](=[CH:6][C:7]([N+:12]([O-:14])=[O:13])=[C:8]([CH3:11])[CH:9]=2)[N:4]([CH:15]2[CH2:20][CH2:19][CH2:18][CH2:17][O:16]2)[N:3]=1 |f:2.3.4.5,6.7.8.9.10|. Procedure details: The compound (5.60 g, 14.5 mmol) of step A, trimethylboroxine (2.20 ml, 15.8 mmol), bis(tricyclohexylphosphine)palladium(II)dichloride (926 mg, 1.25 mmol) and 1.27 mol/l aqueous potassium phosphate solution (35.0 ml, 44.5 mmol) were added to 1,4-dioxane (150 ml), and the mixture was heated under reflux for 18 hr. The reaction mixture was cooled to room temperature, and the solution was concentrated under reduced pressure. The residue was diluted with ethyl acetate, and the organic layer was wash...